Dataset: the Open Reaction Database (ORD), a public repository of structured organic reaction records. Task: describe an organic reaction: reactants, conditions, products, and yield Yields the product Cl.OC=1C=C2C(=C(N(C2=CC1)C(C)C)C)C(=O)NC1CCN(CC1)CCC1=CC=CC=C1 (5-hydroxy-1-isopropyl-2-methyl-N-(1-(2-phenylethyl)-4-piperidyl)indole-3-carboxamide hydrochloride). Run in CO (methanol), O (water). Procedure: To a solution of a total amount of the hydrochloride in 80 ml of methanol was added a solution of 2 g of sodium hydroxide in 10 ml of water, and the mixture was stirred for 10 minutes. After the methanol was concentrated, water was added to the residue to separate oil. To the oil was added 3 ml of glacial acetic acid and ethyl acetate, and the mixture was shaken well. The organic layer was washed with water and an aqueous solution of sodium hydrogencarbonate and the precipitated crystals were fi... Reaction SMILES: [ClH:1].C([O:5][C:6]1[CH:7]=[C:8]2[C:12](=[CH:13][CH:14]=1)[N:11]([CH:15]([CH3:17])[CH3:16])[C:10]([CH3:18])=[C:9]2[C:19]([NH:21][CH:22]1[CH2:27][CH2:26][N:25]([CH2:28][CH2:29][C:30]2[CH:35]=[CH:34][CH:33]=[CH:32][CH:31]=2)[CH2:24][CH2:23]1)=[O:20])(=O)C.[OH-].[Na+]>CO.O>[ClH:1].[OH:5][C:6]1[CH:7]=[C:8]2[C:12](=[CH:13][CH:14]=1)[N:11]([CH:15]([CH3:16])[CH3:17])[C:10]([CH3:18])=[C:9]2[C:19]([NH:21][CH:22]1[CH2:23][CH2:24][N:25]([CH2:28][CH2:29][C:30]2[CH:35]=[CH:34][CH:33]=[CH:32][CH:31]=2)[CH2:26][CH2:27]1)=[O:20] |f:0.1,2.3,6.7|. Run at time 10 minute. Starting materials: Cl.C(C)(=O)OC=1C=C2C(=C(N(C2=CC1)C(C)C)C)C(=O)NC1CCN(CC1)CCC1=CC=CC=C1 (5-acetoxy-1-isopropyl-2-methyl-N-(1-(2-phenylethyl)-4-piperidyl)indole-3-carboxamide hydrochloride), [OH-].[Na+] (sodium hydroxide). The reactants are [BH3-]C#N, O=C([O-])O, COc1ccc2c(C)cc(=O)n(CCC3CCC(=O)CC3)c2c1, CC(=O)O, CO, ClC(Cl)Cl, [Na+], [Na+], NCc1ccc2c(c1)OCCO2, O. Product: COc1ccc2c(C)cc(=O)n(CCC3CCC(NCc4ccc5c(c4)OCCO5)CC3)c2c1. As a reaction SMILES: [C:36]([BH3-:37])#[N:38].[C:40](=[O:41])([O-:42])[OH:43].[CH3:1][O:2][c:3]1[cH:4][cH:5][c:6]2[c:7]([CH3:23])[cH:8][c:9](=[O:22])[n:10]([CH2:13][CH2:14][CH:15]3[CH2:16][CH2:17][C:18](=[O:21])[CH2:19][CH2:20]3)[c:11]2[cH:12]1.[CH3:50][C:51](=[O:52])[OH:53].[CH3:54][OH:55].[CH:45]([Cl:46])([Cl:47])[Cl:48].[Na+:39].[Na+:44].[O:24]1[c:25]2[c:26]([cH:30][c:31]([CH2:34][NH2:35])[cH:32][cH:33]2)[O:27][CH2:28][CH2:29]1.[OH2:49]>>[CH3:1][O:2][c:3]1[cH:4][cH:5][c:6]2[c:7]([CH3:23])[cH:8][c:9](=[O:22])[n:10]([CH2:13][CH2:14][CH:15]3[CH2:16][CH2:17][CH:18]([NH:35][CH2:34][c:31]4[cH:30][c:26]5[c:25]([cH:33][cH:32]4)[O:24][CH2:29][CH2:28][O:27]5)[CH2:19][CH2:20]3)[c:11]2[cH:12]1. The product is C(C1=CC=CC=C1)OC1=CC=C(C=C1)C(C(C)Br)=O (4'-(benzyloxy)-2-bromopropiophenone). Reactants: CCC(=O)C1=CC=C(C=C1)OCC2=CC=CC=C2 (4-benzyloxypropiophenone), BrBr (bromine). Procedure: Scheme X depicts the bromination of 4-benzyloxypropiophenone in acetic acid with bromine to yield 4'-(benzyloxy)-2-bromopropiophenone. When this reaction is complete, the mixture can be quenched with water. The resulting precipitate can be collected, washed with dilute acetic acid, water and heptane, and dried. ##STR38## RXN SMILES: [CH3:1][CH2:2][C:3]([C:5]1[CH:10]=[CH:9][C:8]([O:11][CH2:12][C:13]2[CH:18]=[CH:17][CH:16]=[CH:15][CH:14]=2)=[CH:7][CH:6]=1)=[O:4].[Br:19]Br>C(O)(=O)C>[CH2:12]([O:11][C:8]1[CH:9]=[CH:10][C:5]([C:3](=[O:4])[CH:2]([Br:19])[CH3:1])=[CH:6][CH:7]=1)[C:13]1[CH:18]=[CH:17][CH:16]=[CH:15][CH:14]=1. The solvent is C(C)(=O)O (acetic acid). Reactants: NC(C#N)(CC(C)C)C (2-amino-2,4-dimethylpentanonitrile), Cl[O-].[Na+] (sodium hypochlorite), S([O-])(O)=O.[Na+] (sodium bisulfite), S(O)(O)(=O)=O (sulfuric acid). The solvent is C(C)(=O)OCC (ethyl acetate), O (water), O (water). Run at temperature 15 celsius, time 30 minute. The product is N(=NC(C#N)(CC(C)C)C)C(C#N)(CC(C)C)C (2,2'-azobis(2,4-dimethylvaleronitrile)). RXN SMILES: [NH2:1][C:2]([CH3:9])([CH2:5][CH:6]([CH3:8])[CH3:7])[C:3]#[N:4].Cl[O-].[Na+].S(=O)(=O)(O)O.S(=O)(O)[O-].[Na+]>O.C(OCC)(=O)C>[N:1]([C:2]([CH3:9])([CH2:5][CH:6]([CH3:8])[CH3:7])[C:3]#[N:4])=[N:1][C:2]([CH3:9])([CH2:5][CH:6]([CH3:8])[CH3:7])[C:3]#[N:4] |f:1.2,4.5|. Procedure details: In the same manner as in Example 1, 2-amino-2,4-dimethylpentanonitrile and sodium hypochlorite were reacted. By iodometry, it was found that the total oxidative compounds in both the water and ethyl acetate phases after reaction was 0.05 equivalent. The reaction mixture was adjusted to a pH of 6 with a dilute sulfuric acid, and a solution of 6.5 g (0.125 equivalent) of sodium bisulfite in 30 ml of water was added thereto. The resulting mixture was stirred at 15° C. for 30 minutes to effect the r...